Dataset: the Open Reaction Database (ORD), a public repository of structured organic reaction records. Task: describe an organic reaction: reactants, conditions, products, and yield The reactants are CC(=O)O, O, O=C(C1COC(c2ccccc2)OC1)N1CCN(c2ccc(N3CC(COc4ccon4)OC3=O)cc2F)CC1. Product: O=C(C(CO)CO)N1CCN(c2ccc(N3CC(COc4ccon4)OC3=O)cc2F)CC1. RXN SMILES: [CH3:41][C:42](=[O:43])[OH:44].[OH2:45].[c:1]1([CH:2]2[O:8][CH2:9][CH:10]([C:13](=[O:14])[N:15]3[CH2:16][CH2:17][N:18]([c:21]4[c:22]([F:40])[cH:23][c:24]([N:27]5[C:28](=[O:39])[O:29][CH:30]([CH2:32][O:33][c:34]6[n:35][o:36][cH:37][cH:38]6)[CH2:31]5)[cH:25][cH:26]4)[CH2:19][CH2:20]3)[CH2:11][O:12]2)[cH:3][cH:4][cH:5][cH:6][cH:7]1>>[OH:8][CH2:9][CH:10]([CH2:11][OH:12])[C:13](=[O:14])[N:15]1[CH2:16][CH2:17][N:18]([c:21]2[c:22]([F:40])[cH:23][c:24]([N:27]3[C:28](=[O:39])[O:29][CH:30]([CH2:32][O:33][c:34]4[n:35][o:36][cH:37][cH:38]4)[CH2:31]3)[cH:25][cH:26]2)[CH2:19][CH2:20]1. The reactants are ClC1=NC=C(C(=C1)I)C(F)(F)F (2-chloro-4-iodo-5-(trifluoromethyl)pyridine), NC1=NC=CC=C1 (2-aminopyridine), CC1(C2=C(C(=CC=C2)P(C3=CC=CC=C3)C4=CC=CC=C4)OC5=C(C=CC=C51)P(C6=CC=CC=C6)C7=CC=CC=C7)C (xantphos), C([O-])([O-])=O.[Cs+].[Cs+] (cesium carbonate). The reagents and catalysts are C=1C=CC(=CC1)/C=C/C(=O)/C=C/C2=CC=CC=C2.C=1C=CC(=CC1)/C=C/C(=O)/C=C/C2=CC=CC=C2.C=1C=CC(=CC1)/C=C/C(=O)/C=C/C2=CC=CC=C2.[Pd].[Pd] (Pd2(dba)3). Run in O1CCOCC1 (dioxane). The product is ClC1=NC=C(C(=C1)NC1=NC=CC=C1)C(F)(F)F (N-(2-chloro-5-(trifluoromethyl)pyridin-4-yl)pyridin-2-amine). Reaction SMILES: [Cl:1][C:2]1[CH:7]=[C:6](I)[C:5]([C:9]([F:12])([F:11])[F:10])=[CH:4][N:3]=1.[NH2:13][C:14]1[CH:19]=[CH:18][CH:17]=[CH:16][N:15]=1.CC1(C)C2C(=C(P(C3C=CC=CC=3)C3C=CC=CC=3)C=CC=2)OC2C(P(C3C=CC=CC=3)C3C=CC=CC=3)=CC=CC1=2.C(=O)([O-])[O-].[Cs+].[Cs+]>O1CCOCC1.C1C=CC(/C=C/C(/C=C/C2C=CC=CC=2)=O)=CC=1.C1C=CC(/C=C/C(/C=C/C2C=CC=CC=2)=O)=CC=1.C1C=CC(/C=C/C(/C=C/C2C=CC=CC=2)=O)=CC=1.[Pd].[Pd]>[Cl:1][C:2]1[CH:7]=[C:6]([NH:13][C:14]2[CH:19]=[CH:18][CH:17]=[CH:16][N:15]=2)[C:5]([C:9]([F:12])([F:11])[F:10])=[CH:4][N:3]=1 |f:3.4.5,7.8.9.10.11|. Procedure details: Method A was applied to a mixture of 2-chloro-4-iodo-5-(trifluoromethyl)pyridine (45 mg, 0.15 mmol), 2-aminopyridine (28 mg, 0.30 mmol), Pd2(dba)3 (12 mg, 0.013 mmol), xantphos (8 mg, 0.014 mmol) and cesium carbonate (108 mg, 0.33 mmol) in dioxane (2.5 ml). The reactants are OCCBr, OC(c1ccccc1)c1ccccc1, O, O=S(=O)(O)O. Product: BrCCOC(c1ccccc1)c1ccccc1. Reaction SMILES: [Br:1][CH2:2][CH2:3][OH:4].[CH:10]([c:11]1[cH:12][cH:13][cH:14][cH:15][cH:16]1)([c:17]1[cH:18][cH:19][cH:20][cH:21][cH:22]1)[OH:23].[OH2:24].[S:5](=[O:6])(=[O:7])([OH:8])[OH:9]>>[Br:1][CH2:2][CH2:3][O:4][CH:10]([c:11]1[cH:12][cH:13][cH:14][cH:15][cH:16]1)[c:17]1[cH:18][cH:19][cH:20][cH:21][cH:22]1. Starting materials: CCOC(=O)CCC(NC1=NC(=O)C(=Cc2ccc(N3CCC4(CC3)OCCO4)cc2)S1)C(=O)OCC, CS(=O)(=O)Nc1cc(C(O)CN)ccc1O, NCC(O)c1cccc(Cl)c1. Product: CCOC(=O)CCC(NC1=NC(=O)C(=Cc2ccc(N3CCC(NCC(O)c4ccc(O)c(NS(C)(=O)=O)c4)CC3)cc2)S1)C(=O)OCC. Reaction SMILES: [CH2:1]([CH3:2])[O:3][C:4]([CH:5]([CH2:6][CH2:7][C:8](=[O:9])[O:10][CH2:11][CH3:12])[NH:13][C:14]1=[N:18][C:17](=[O:19])[C:16](=[CH:20][c:21]2[cH:22][cH:23][c:24]([N:27]3[CH2:28][CH2:29][C:30]4([O:31][CH2:32][CH2:33][O:34]4)[CH2:35][CH2:36]3)[cH:25][cH:26]2)[S:15]1)=[O:37].[NH2:38][CH2:39][CH:40]([OH:41])[c:42]1[cH:43][cH:44][c:45]([OH:53])[c:46]([NH:48][S:49](=[O:50])(=[O:51])[CH3:52])[cH:47]1.[NH2:54][CH2:55][CH:56]([c:57]1[cH:58][cH:59][cH:60][c:61]([Cl:62])[cH:63]1)[OH:64]>>[CH2:1]([CH3:2])[O:3][C:4]([CH:5]([CH2:6][CH2:7][C:8](=[O:9])[O:10][CH2:11][CH3:12])[NH:13][C:14]1=[N:18][C:17](=[O:19])[C:16](=[CH:20][c:21]2[cH:22][cH:23][c:24]([N:27]3[CH2:28][CH2:29][CH:30]([NH:38][CH2:39][CH:40]([OH:41])[c:42]4[cH:43][cH:44][c:45]([OH:53])[c:46]([NH:48][S:49](=[O:50])(=[O:51])[CH3:52])[cH:47]4)[CH2:35][CH2:36]3)[cH:25][cH:26]2)[S:15]1)=[O:37].